Dataset: the Open Reaction Database (ORD), a public repository of structured organic reaction records. Task: describe an organic reaction: reactants, conditions, products, and yield The reactants are O=C(NC1=C(F)C(F)=C(C(F)=C1F)C(F)(F)F)C(C)(C)CC(F)(F)F. The reagents and catalysts are [K].O=C(O)O, O1B(OC(C)(C)C1(C)C)B2OC(C)(C)C(O2)(C)C, O=C(O)C, N=1C(OC)=CC(OC)=C2C=CC=CC12, [B-](F)(F)(F)F.CC[N+](CC)(CC)CC, [Pd].O=C(O)C. Solvent: N#CC. Conditions: temperature 80 celsius, time 15 hour. Yields the product O=C(NC1=C(F)C(F)=C(C(F)=C1F)C(F)(F)F)C(C)(CB2OC(C)(C)C(O2)(C)C)CC(F)(F)F. The yield is 82.0%. The reactants are N(=NC(=O)OCC)C(=O)OCC (Diethyl azodicarboxylate), C1(=CC=CC=C1)P(C1=CC=CC=C1)C1=CC=CC=C1 (triphenylphosphine), CC=1OC(=CC1)C(CC)O ((2-methyl-5-furanyl)propanol), OC1=C(C=C(C#N)C=C1C)C (4-hydroxy-3,5-dimethyl-benzonitrile). Solvent: C(Cl)Cl (methylene chloride), C(Cl)Cl (methylene chloride). Conditions: time 10 minute. Yields the product CC=1OC(=CC1)CCCOC1=C(C=C(C=C1C)C#N)C (2-methyl-5-[3-(2,6-dimethyl-4-cyanophenoxy)-propyl) furan). The yield is 80.7%. As a reaction SMILES: N(C(OCC)=O)=NC(OCC)=O.C1(P(C2C=CC=CC=2)C2C=CC=CC=2)C=CC=CC=1.[CH3:32][C:33]1[O:34][C:35]([CH:38](O)[CH2:39][CH3:40])=[CH:36][CH:37]=1.[OH:42][C:43]1[C:50]([CH3:51])=[CH:49][C:46]([C:47]#[N:48])=[CH:45][C:44]=1[CH3:52]>C(Cl)Cl>[CH3:32][C:33]1[O:34][C:35]([CH2:38][CH2:39][CH2:40][O:42][C:43]2[C:50]([CH3:51])=[CH:49][C:46]([C:47]#[N:48])=[CH:45][C:44]=2[CH3:52])=[CH:36][CH:37]=1. Procedure: Diethyl azodicarboxylate (DEAD, 11.9 mL; 75.6 mmol) was added dropwise over a 10 min period to a solution of triphenylphosphine (19.8 g; 75.6 mmol), (2-methyl-5-furanyl)propanol (ex 1a, 9c and 12a) (10.6 g; 75.6 mmol), and 4-hydroxy-3,5-dimethyl-benzonitrile (12.2 g; 83.2 mmol) in methylene chloride cooled in an ice-bath under nitrogen with stirring. After 10 min, a solid formed. Additional methylene chloride (50 mL) was added to the mixture and the resulting suspension was filtered. The filtrat... Starting materials: COC(=O)OC, COC(=O)Cc1ccc(Oc2ccc(Cl)cc2)cc1, [H-], [Na+], O. Product: COC(=O)C(C(=O)OC)c1ccc(Oc2ccc(Cl)cc2)cc1. As a reaction SMILES: [CH3:23][O:24][C:25](=[O:26])[O:27][CH3:28].[CH3:3][O:4][C:5]([CH2:6][c:7]1[cH:8][cH:9][c:10]([O:13][c:14]2[cH:15][cH:16][c:17]([Cl:20])[cH:18][cH:19]2)[cH:11][cH:12]1)=[O:21].[H-:1].[Na+:2].[OH2:22]>>[CH3:3][O:4][C:5]([CH:6]([c:7]1[cH:8][cH:9][c:10]([O:13][c:14]2[cH:15][cH:16][c:17]([Cl:20])[cH:18][cH:19]2)[cH:11][cH:12]1)[C:25]([O:24][CH3:23])=[O:26])=[O:21]. The reactants are C(C)(C)(C)OC(=O)N1C(C2C(C2C1=O)C(=O)[O-])C(=O)[O-] (3-tert-butoxycarbonyl-4-oxo-3-azabicyclo[3.1.0]hexane-2,6-dicarboxylate), COC=1C=C(C(=O)NN)C=CC1 (3-methoxybenzoic hydrazide). The reagents and catalysts are [C-]#N.[K+] (potassium cyanide). Run in C1CCOC1 (THF). Reaction conditions: time 8 hour. Yields the product C(=O)(O)C1C(C1C(=O)NNC(C1=CC(=CC=C1)OC)=O)C(N)C(=O)O (2-[2′-carboxy-3′-(3″-methoxybenzoylhydrazinocarbonyl)cyclopropyl]glycine). The yield is 133.3%. As a reaction SMILES: C(OC([N:8]1[C:13](=[O:14])[CH:12]2[CH:10]([CH:11]2[C:15]([O-:17])=[O:16])[CH:9]1[C:18]([O-:20])=[O:19])=O)(C)(C)C.[CH3:21][O:22][C:23]1[CH:24]=[C:25]([CH:30]=[CH:31][CH:32]=1)[C:26]([NH:28][NH2:29])=[O:27]>C1COCC1.[C-]#N.[K+]>[C:15]([CH:11]1[CH:12]([C:13]([NH:29][NH:28][C:26](=[O:27])[C:25]2[CH:30]=[CH:31][CH:32]=[C:23]([O:22][CH3:21])[CH:24]=2)=[O:14])[CH:10]1[CH:9]([C:18]([OH:20])=[O:19])[NH2:8])([OH:17])=[O:16] |f:3.4|. Procedure details: To a solution of ethyl (1SR, 2 SR, 5RS, 6RS) 3-tert-butoxycarbonyl-4-oxo-3-azabicyclo[3.1.0]hexane-2,6-dicarboxylate (150 mg, 0.44 mmol) in dry THF (3 mL) under argon was added 3-methoxybenzoic hydrazide (438 mg, 2.64 mmol) and potassium cyanide (1.43 mg, 0.02 mmol). After stirring overnight in an ultrasonic bath, the solvent was removed under reduced pressure. The residue was directly purified by flash chromatography (hexane/ethyl acetate 1/1) to give 206 mg of the desired compound (92% yield). Starting materials: O (water), N#CBr (cyanogen bromide), C([O-])([O-])=O.[K+].[K+] (potassium carbonate), C1(=CC=CC=C1)N1N=C(C2=CC=CC=C12)N1CCN(CC1)C (1-phenyl-3-(4-methyl-1-piperazinyl)-1H-indazole). Run in CS(=O)C (dimethylsulfoxide), CS(=O)C (dimethylsulfoxide). Run at time 1.5 hour. The product is C1(=CC=CC=C1)N1N=C(C2=CC=CC=C12)N1CCN(CC1)C#N (4-(1-phenyl-1H-indazol-3-yl)-1-piperazine carbonitrile). Yield: 79.2%. Reaction SMILES: [N:1]#[C:2]Br.C(=O)([O-])[O-].[K+].[K+].[C:10]1([N:16]2[C:24]3[C:19](=[CH:20][CH:21]=[CH:22][CH:23]=3)[C:18]([N:25]3[CH2:30][CH2:29][N:28](C)[CH2:27][CH2:26]3)=[N:17]2)[CH:15]=[CH:14][CH:13]=[CH:12][CH:11]=1.O>CS(C)=O>[C:10]1([N:16]2[C:24]3[C:19](=[CH:20][CH:21]=[CH:22][CH:23]=3)[C:18]([N:25]3[CH2:30][CH2:29][N:28]([C:2]#[N:1])[CH2:27][CH2:26]3)=[N:17]2)[CH:11]=[CH:12][CH:13]=[CH:14][CH:15]=1 |f:1.2.3|. Reported procedure: To a stirred mixture of 1.5g of cyanogen bromide 2.0 g of potassium carbonate and 30 ml of dimethylsulfoxide was added, dropwise, a solution of 2.8 g of 1-phenyl-3-(4-methyl-1-piperazinyl)-1H-indazole in 30 ml of dimethylsulfoxide. The reaction mixture was stirred at ambient temperature for 1.5 hours and then poured into water. The aqueous mixture was extracted with ethyl acetate, and the extract was washed with water, dried over anhydrous magnesium sulfate, and concentrated. The concentrate was... Reactants: CCOC(=O)C(C(=O)OCC)C(=O)c1c(F)c(C)c(F)c(F)c1[N+](=O)[O-], O, Cc1ccc(S(=O)(=O)O)cc1. The product is CCOC(=O)CC(=O)c1c(F)c(C)c(F)c(F)c1[N+](=O)[O-]. Reaction SMILES: [F:1][c:2]1[c:3]([C:4](=[O:5])[CH:6]([C:7](=[O:8])[O:9][CH2:10][CH3:11])[C:12]([O:13][CH2:14][CH3:15])=[O:16])[c:17]([N+:24](=[O:25])[O-:26])[c:18]([F:23])[c:19]([F:22])[c:20]1[CH3:21].[OH2:38].[c:27]1([CH3:28])[cH:29][cH:30][c:31]([S:32]([OH:33])(=[O:34])=[O:35])[cH:36][cH:37]1>>[F:1][c:2]1[c:3]([C:4](=[O:5])[CH2:6][C:7](=[O:8])[O:9][CH2:10][CH3:11])[c:17]([N+:24](=[O:25])[O-:26])[c:18]([F:23])[c:19]([F:22])[c:20]1[CH3:21]. Starting materials: ClC1=CC=C(C=2N(C(=NC21)NC=2C=NC(=CC2C)N(C)C)CC(C)O)C(CC)CC (1-[4-Chloro-2-{[6-(dimethylamino)-4-methylpyridin-3-yl]amino}-7-(1-ethylpropyl)-1H-benzimidazol-1-yl]propan-2-ol), CS(=O)(=O)Cl (methanesulfonyl chloride), C([O-])([O-])=O.[K+].[K+] (potassium carbonate), C([O-])(O)=O.[Na+] (sodium bicarbonate). Run in N1=CC=CC=C1 (pyridine), O (Water). Conditions: time 5 hour. Yields the product ClC1=CC=C(C=2N3C(=NC21)N(C(C3)C)C=3C(=CC(=NC3)N(C)C)C)C(CC)CC (5-[8-Chloro-5-(1-ethylpropyl)-2-methyl-2,3-dihydro-1H-imidazo[1,2-a]benzimidazol-1-yl]-N,N,4-trimethylpyridin-2-amine). The yield is 67.9%. As a reaction SMILES: [Cl:1][C:2]1[C:10]2[N:9]=[C:8]([NH:11][C:12]3[CH:13]=[N:14][C:15]([N:19]([CH3:21])[CH3:20])=[CH:16][C:17]=3[CH3:18])[N:7]([CH2:22][CH:23](O)[CH3:24])[C:6]=2[C:5]([CH:26]([CH2:29][CH3:30])[CH2:27][CH3:28])=[CH:4][CH:3]=1.CS(Cl)(=O)=O.C(=O)(O)[O-].[Na+].C(=O)([O-])[O-].[K+].[K+]>N1C=CC=CC=1.O>[Cl:1][C:2]1[C:10]2[N:9]=[C:8]3[N:11]([C:12]4[C:17]([CH3:18])=[CH:16][C:15]([N:19]([CH3:21])[CH3:20])=[N:14][CH:13]=4)[CH:23]([CH3:24])[CH2:22][N:7]3[C:6]=2[C:5]([CH:26]([CH2:29][CH3:30])[CH2:27][CH3:28])=[CH:4][CH:3]=1 |f:2.3,4.5.6|. Procedure details: To a solution of 1-[4-chloro-2-{[6-(dimethylamino)-4-methylpyridin-3-yl]amino}-7-(1-ethylpropyl)-1H-benzimidazol-1-yl]propan-2-ol (Reference Example 94; 23 mg, 0.053 mmol) in pyridine (0.50 mL) was added methanesulfonyl chloride (0.012 mL, 0.160 mmol) dropwise at 0° C. The mixture was warmed to room temperature and stirred for 5 hr. Aqueous sodium bicarbonate was added and the mixture was extracted with ethyl acetate. Organic layer was washed with brine, dried over anhydrous sodium sulfate and c...